From a dataset of the Open Reaction Database (ORD), a public repository of structured organic reaction records. describe an organic reaction: reactants, conditions, products, and yield Reactants: [N+](=O)([O-])C=1C=C(C=CC1)\C(\C)=N\[S@](=O)C(C)(C)C ((R)-2-methyl-propane-2-sulfinic acid [1-(3-nitro-phenyl)-(E)-ethylidene]-amide), C(C)(=O)OC (methyl acetate). Yields the product COC(CC(C)C1=CC(=CC=C1)[N+](=O)[O-])=O (3-(3-nitro-phenyl)-butyric acid methyl ester). Reaction SMILES: [N+:1]([C:4]1[CH:5]=[C:6](/[C:10](=N/[S@@](C(C)(C)C)=O)/[CH3:11])[CH:7]=[CH:8][CH:9]=1)([O-:3])=[O:2].[C:19]([O:22][CH3:23])(=[O:21])[CH3:20]>>[CH3:23][O:22][C:19](=[O:21])[CH2:20][CH:10]([C:6]1[CH:7]=[CH:8][CH:9]=[C:4]([N+:1]([O-:3])=[O:2])[CH:5]=1)[CH3:11]. Procedure details: Starting from (R)-2-methyl-propane-2-sulfinic acid [1-(3-nitro-phenyl)-(E)-ethylidene]-amide and methyl acetate, the product (S)-3-(R)-2-methyl-propane-2-sulfinylamino)-3-(3-nitro-phenyl)-butyric acid methyl ester was obtained as a pale yellow oil. MS (ESI): m/z=343.1 [M+H]+. The reactants are CC1=CC=C(C(=C1)C1=CC=CC=2NN=NC21)O (4-methyl6-benzotriazolylphenol), CC1=CC=C(C(=C1)C1=CC=CC=2NN=NC21)O (4-methyl-6benzotriazolyl-phenol), C[O-].[Na+] (sodium methylate). Solvent: C=1(C(=CC=CC1)C)C (xylene). The product is desired product, C(C1=C(C(=CC(=C1)C)C1=CC=CC=2NN=NC21)O)C2=C(C(=CC(=C2)C)C2=CC=CC=1NN=NC12)O (2,2'-methylene-bis-(4methyl-6-benzotriazolyl-phenol)). The yield is 95.0%. As a reaction SMILES: [CH3:1][C:2]1[CH:7]=[C:6]([C:8]2[C:16]3[N:15]=[N:14][NH:13][C:12]=3[CH:11]=[CH:10][CH:9]=2)[C:5]([OH:17])=[CH:4][CH:3]=1.[CH3:18][O-:19].[Na+]>C1(C)C(C)=CC=CC=1>[CH2:5]([C:4]1[CH:3]=[C:2]([CH3:1])[CH:7]=[C:6]([C:8]2[C:16]3[N:15]=[N:14][NH:13][C:12]=3[CH:11]=[CH:10][CH:9]=2)[C:18]=1[OH:19])[C:4]1[CH:3]=[C:2]([CH3:1])[CH:7]=[C:6]([C:8]2[C:16]3[N:15]=[N:14][NH:13][C:12]=3[CH:11]=[CH:10][CH:9]=2)[C:5]=1[OH:17] |f:1.2|. Procedure: 6.2 g of the Mannich base obtained in Example 1 and 4-methyl-6benzotriazolyl-phenol 4.5 g were dissolved in 200 ml of xylene, and sodium methylate (28% methanol solution) 0.2 g was added. The solution was heated with stirring under reflux at 140°-150° C. for 10 hours with a stream of nitrogen. After distilling of the solvent, and recrystallizing the residue from xylene, the desired product 2,2'-methylene-bis-(4methyl-6-benzotriazolyl-phenol) was obtained in 95% yield.